Task: describe an organic reaction: reactants, conditions, products, and yield. Dataset: the Open Reaction Database (ORD), a public repository of structured organic reaction records Starting materials: O=C([O-])[O-], COC(=O)c1ccc(C#N)cc1Cl, CS(C)=O, [K+], [K+], OO. Yields the product COC(=O)c1ccc(C(N)=O)cc1Cl. As a reaction SMILES: [C:14]([O-:15])(=[O:16])[O-:17].[CH3:1][O:2][C:3]([c:4]1[c:5]([Cl:12])[cH:6][c:7]([C:10]#[N:11])[cH:8][cH:9]1)=[O:13].[CH3:22][S:23]([CH3:24])=[O:25].[K+:18].[K+:19].[OH:20][OH:21]>>[CH3:1][O:2][C:3]([c:4]1[c:5]([Cl:12])[cH:6][c:7]([C:10]([NH2:11])=[O:15])[cH:8][cH:9]1)=[O:13]. Starting materials: CNS(=O)(=O)c1ccc(C(C)=O)cc1, CNC. Yields the product CC(=O)c1ccc(S(=O)(=O)N(C)C)cc1. As a reaction SMILES: [C:1]([CH3:2])(=[O:3])[c:4]1[cH:5][cH:6][c:7]([S:10](=[O:11])(=[O:12])[NH:13][CH3:14])[cH:8][cH:9]1.[CH3:15][NH:16][CH3:17]>>[C:1]([CH3:2])(=[O:3])[c:4]1[cH:5][cH:6][c:7]([S:10](=[O:11])(=[O:12])[N:13]([CH3:14])[CH3:15])[cH:8][cH:9]1.